This data is from the Open Reaction Database (ORD), a public repository of structured organic reaction records. The task is: describe an organic reaction: reactants, conditions, products, and yield The reactants are ClC1=CC=C(C(=O)C2=CC=C(CC3=C(C=C(C=C3Cl)[N+](=O)[O-])Cl)C=C2)C=C1 (4-[4-(4-chlorobenzoyl)benzyl]-3,5-dichloronitrobenzene), ice water, N (ammonia). The solvent is C(C)(=O)OCC (ethyl acetate). Yields the product ClC1=CC=C(C(=O)C2=CC=C(CC3=C(C=C(N)C=C3Cl)Cl)C=C2)C=C1 (4-[4-(4-chlorobenzoyl)benzyl]-3,5-dichloroaniline). The yield is 70.0%. RXN SMILES: [Cl:1][C:2]1[CH:27]=[CH:26][C:5]([C:6]([C:8]2[CH:25]=[CH:24][C:11]([CH2:12][C:13]3[C:18]([Cl:19])=[CH:17][C:16]([N+:20]([O-])=O)=[CH:15][C:14]=3[Cl:23])=[CH:10][CH:9]=2)=[O:7])=[CH:4][CH:3]=1.N>C(OCC)(=O)C>[Cl:1][C:2]1[CH:3]=[CH:4][C:5]([C:6]([C:8]2[CH:25]=[CH:24][C:11]([CH2:12][C:13]3[C:18]([Cl:19])=[CH:17][C:16]([NH2:20])=[CH:15][C:14]=3[Cl:23])=[CH:10][CH:9]=2)=[O:7])=[CH:26][CH:27]=1. Procedure details: In 50 ml of ethyl acetate was dissolved 3.25 g of 4-[4-(4-chlorobenzoyl)benzyl]-3,5-dichloronitrobenzene, and 8.00 g of SnCl3.2H2O was added. The reaction mixture was refluxed for 1 hour, and then poured into ice-water. The mixture was alkalified with conc. ammonia solution, and the organic layer was collected by decantation. The aqueous layer was extracted twice with 50 ml of ethyl acetate, and the organic layers were combined, washed with water, dried and concentrated. The residue was purified...